From a dataset of the Open Reaction Database (ORD), a public repository of structured organic reaction records. describe an organic reaction: reactants, conditions, products, and yield Reactants: [N+](=O)([O-])C1=C(C=O)C=CC=C1 (nitrobenzaldehyde), CC=1N=NC=CC1 (methyldiazine), N1=CN=CC=C1 (pyrimidine), N1=CC=NC=C1 (pyrazine), N1=NC=CC=C1 (pyridazine), C(C)(=O)OC(C)=O (acetic anhydride). The solvent is C(=O)O (formic acid). Product: [N+](=O)([O-])C1=C(C=CC=C1)C=CC=1N=NC=CC1 ([2-(nitrophenyl)ethenyl]diazine). RXN SMILES: [N+:1]([C:4]1[CH:11]=[CH:10][CH:9]=[CH:8][C:5]=1[CH:6]=O)([O-:3])=[O:2].[CH3:12][C:13]1[N:14]=[N:15][CH:16]=[CH:17][CH:18]=1.N1C=CC=NC=1.N1C=CN=CC=1.N1C=CC=CN=1.C(OC(=O)C)(=O)C>C(O)=O>[N+:1]([C:4]1[CH:11]=[CH:10][CH:9]=[CH:8][C:5]=1[CH:6]=[CH:12][C:13]1[N:14]=[N:15][CH:16]=[CH:17][CH:18]=1)([O-:3])=[O:2]. Reported procedure: Reaction of a nitrobenzaldehyde (III) with a methyldiazine [pyrimidine (IVA), pyrazine (IVB) or pyridazine (IVC)]in a suitable solvent such as acetic anhydride, formic acid or the like to produce a corresponding [2-(nitrophenyl)ethenyl]diazine (VA, VB or VC) pursuant to the following reaction scheme: ##STR7## Yields the product Cc1cc(S(=O)(=O)Nc2cc(Cl)cnc2Br)ccc1Cl. As a reaction SMILES: [Br:1][c:2]1[n:3][cH:4][c:5]([Cl:9])[cH:6][c:7]1[NH2:8].[CH3:10][c:11]1[cH:12][c:13]([S:18](=[O:19])(=[O:20])[Cl:21])[cH:14][cH:15][c:16]1[Cl:17].[cH:22]1[cH:23][cH:24][n:25][cH:26][cH:27]1>>[Br:1][c:2]1[n:3][cH:4][c:5]([Cl:9])[cH:6][c:7]1[NH:8][S:18]([c:13]1[cH:12][c:11]([CH3:10])[c:16]([Cl:17])[cH:15][cH:14]1)(=[O:19])=[O:20]. Starting materials: Nc1cc(Cl)cnc1Br, Cc1cc(S(=O)(=O)Cl)ccc1Cl, c1ccncc1. The reactants are OC(CN1CCNCC1)C1=C(C2=C(C(OC2)=O)C=C1)C (5-(1-hydroxy-2-piperazin-1-ylethyl)-4-methyl-2-benzofuran-1(3H)-one), FC1=C(C#N)C=CC(=C1)C1OC1 (2-fluoro-4-oxiran-2-ylbenzonitrile). The product is FC1=C(C#N)C=CC(=C1)C(CN1CCN(CC1)CC(C1=C(C2=C(C(OC2)=O)C=C1)C)O)O (2-fluoro-4-(1-hydroxy-2-{4-[2-hydroxy-2-(4-methyl-1-oxo-1,3-dihydro-2-benzofuran-5-yl)ethyl]piperazin-1-yl}ethyl)benzonitrile). Reaction SMILES: [OH:1][CH:2]([C:10]1[CH:19]=[CH:18][C:13]2[C:14](=[O:17])[O:15][CH2:16][C:12]=2[C:11]=1[CH3:20])[CH2:3][N:4]1[CH2:9][CH2:8][NH:7][CH2:6][CH2:5]1.[F:21][C:22]1[CH:29]=[C:28]([CH:30]2[CH2:32][O:31]2)[CH:27]=[CH:26][C:23]=1[C:24]#[N:25]>>[F:21][C:22]1[CH:29]=[C:28]([CH:30]([OH:31])[CH2:32][N:7]2[CH2:8][CH2:9][N:4]([CH2:3][CH:2]([OH:1])[C:10]3[CH:19]=[CH:18][C:13]4[C:14](=[O:17])[O:15][CH2:16][C:12]=4[C:11]=3[CH3:20])[CH2:5][CH2:6]2)[CH:27]=[CH:26][C:23]=1[C:24]#[N:25]. Reported procedure: 2-fluoro-4-(1-hydroxy-2-{4-[2-hydroxy-2-(4-methyl-1-oxo-1,3-dihydro-2-benzofuran-5-yl)ethyl]piperazin-1-yl}ethyl)benzonitrile was prepared in a similar fashion to that described for the synthesis of EXAMPLES 2C and 28-29 starting from 5-(1-hydroxy-2-piperazin-1-ylethyl)-4-methyl-2-benzofuran-1(3H)-one and 2-fluoro-4-oxiran-2-ylbenzonitrile. 1H NMR (500 MHz, DMSO-d6), δ 7.98 (m, 1H), 7.74 (m, 1H), 7.71 (m, 1H), 7.60 (d, J=10.5 Hz, 1H), 7.52 (d, J=7.9 Hz, 1H), 5.56 (d, J=7.7 Hz, 1H), 5.42 (dd, J=8... Reactants: ClCCl, O=C(O)C(F)(F)F, [Na+], O=C([O-])O, CC(C)(C)OC(=O)N1CCC(COc2cccc(NC(=O)Nc3csc(-c4ccncc4)n3)n2)C1. Yields the product O=C(Nc1cccc(OCC2CCNC2)n1)Nc1csc(-c2ccncc2)n1. Reaction SMILES: [Cl:48][CH2:49][Cl:50].[F:36][C:37]([F:38])([F:39])[C:40]([OH:41])=[O:42].[Na+:47].[O-:43][C:44]([OH:45])=[O:46].[n:1]1[cH:2][cH:3][c:4](-[c:7]2[s:8][cH:9][c:10]([NH:12][C:13]([NH:14][c:15]3[cH:16][cH:17][cH:18][c:19]([O:21][CH2:22][CH:23]4[CH2:24][N:25]([C:28]([O:29][C:30]([CH3:31])([CH3:32])[CH3:33])=[O:34])[CH2:26][CH2:27]4)[n:20]3)=[O:35])[n:11]2)[cH:5][cH:6]1>>[n:1]1[cH:2][cH:3][c:4](-[c:7]2[s:8][cH:9][c:10]([NH:12][C:13]([NH:14][c:15]3[cH:16][cH:17][cH:18][c:19]([O:21][CH2:22][CH:23]4[CH2:24][NH:25][CH2:26][CH2:27]4)[n:20]3)=[O:35])[n:11]2)[cH:5][cH:6]1. Starting materials: C1(CCCCC1)CCC1=NN2C(=NC(=CC2=O)O)S1 (2-(2-cyclohexylethyl)-7-hydroxy-5H-[1,3,4]thiadiazolo[3,2-a]pyrimidin-5-one), [N+](=O)(O)[O-] (nitric acid). The solvent is C(C)(=O)O (acetic acid). Conditions: time 2.5 hour. The product is C1(CCCCC1)CCC1=NN2C(=NC(=C(C2=O)[N+](=O)[O-])O)S1 (2-(2-cyclohexylethyl)-7-hydroxy-6-nitro-5H-[1,3,4]thiadiazolo[3,2-a]pyrimidin-5-one). RXN SMILES: [CH:1]1([CH2:7][CH2:8][C:9]2[S:19][C:12]3=[N:13][C:14]([OH:18])=[CH:15][C:16](=[O:17])[N:11]3[N:10]=2)[CH2:6][CH2:5][CH2:4][CH2:3][CH2:2]1.[N+:20]([O-])([OH:22])=[O:21]>C(O)(=O)C>[CH:1]1([CH2:7][CH2:8][C:9]2[S:19][C:12]3=[N:13][C:14]([OH:18])=[C:15]([N+:20]([O-:22])=[O:21])[C:16](=[O:17])[N:11]3[N:10]=2)[CH2:6][CH2:5][CH2:4][CH2:3][CH2:2]1. Procedure details: In 125 ml of acetic acid was suspended 9.77 g of 2-(2-cyclohexylethyl)-7-hydroxy-5H-[1,3,4]thiadiazolo[3,2-a]pyrimidin-5-one, and 3.5 ml of fuming nitric acid was added thereto dropwise while stirring under ice-cooling. The stirring was continued at room temperature for an additional 2.5 hours, and the precipitate formed was collected by filtration and washed successively with water, isopropanol, and diethyl ether to obtain 10.3 g of 2-(2-cyclohexylethyl)-7-hydroxy-6-nitro-5H-[1,3,4]thiadiazolo[... The reactants are CON=C(C)C(C)Nc1c(C)cccc1C, O=C(Cl)CCl, c1ccccc1, c1ccncc1. Yields the product CON=C(C)C(C)N(C(=O)CCl)c1c(C)cccc1C. As a reaction SMILES: [CH3:12][O:13][N:14]=[C:15]([CH3:16])[CH:17]([CH3:18])[NH:19][c:20]1[c:21]([CH3:27])[cH:22][cH:23][cH:24][c:25]1[CH3:26].[Cl:1][CH2:2][C:3](=[O:4])[Cl:5].[cH:28]1[cH:29][cH:30][cH:31][cH:32][cH:33]1.[cH:6]1[cH:7][cH:8][n:9][cH:10][cH:11]1>>[Cl:1][CH2:2][C:3](=[O:4])[N:19]([CH:17]([C:15](=[N:14][O:13][CH3:12])[CH3:16])[CH3:18])[c:20]1[c:21]([CH3:27])[cH:22][cH:23][cH:24][c:25]1[CH3:26]. Reactants: CC(C1=CC=C(COC2=CC=C(C=C2)CC(=O)OC)C=C1)NC=1SC=C(N1)C1=CC=CC=C1 (methyl 4-[4-[methyl(4-phenyl-2-thiazolyl)aminomethyl]benzyloxy]phenylacetate), Cl (hydrochloric acid), [OH-].[Na+] (sodium hydroxide), CO (methanol). Solvent: O (Water), O1CCCC1 (tetrahydrofuran). The product is CC(C1=CC=C(COC2=CC=C(C=C2)CC(=O)O)C=C1)NC=1SC=C(N1)C1=CC=CC=C1 (4-[4-[methyl(4-phenyl-2-thiazolyl)aminomethyl]benzyloxy]phenylacetic acid). Reaction SMILES: [CH3:1][CH:2]([NH:22][C:23]1[S:24][CH:25]=[C:26]([C:28]2[CH:33]=[CH:32][CH:31]=[CH:30][CH:29]=2)[N:27]=1)[C:3]1[CH:21]=[CH:20][C:6]([CH2:7][O:8][C:9]2[CH:14]=[CH:13][C:12]([CH2:15][C:16]([O:18]C)=[O:17])=[CH:11][CH:10]=2)=[CH:5][CH:4]=1.[OH-].[Na+].CO.Cl>O.O1CCCC1>[CH3:1][CH:2]([NH:22][C:23]1[S:24][CH:25]=[C:26]([C:28]2[CH:33]=[CH:32][CH:31]=[CH:30][CH:29]=2)[N:27]=1)[C:3]1[CH:4]=[CH:5][C:6]([CH2:7][O:8][C:9]2[CH:10]=[CH:11][C:12]([CH2:15][C:16]([OH:18])=[O:17])=[CH:13][CH:14]=2)=[CH:20][CH:21]=1 |f:1.2|. Procedure: A mixture of methyl 4-[4-[methyl(4-phenyl-2-thiazolyl)aminomethyl]benzyloxy]phenylacetate (510 mg), a 1N aqueous sodium hydroxide solution (2.5 mL), methanol (5 mL) and tetrahydrofuran (10 mL) was stirred at 60° C. for 1 hr. Water was added to the reaction mixture, 1N hydrochloric acid (3 mL) was added to the mixture, and then the mixture was extracted with ethyl acetate. The organic layer was washed with saturated brine, dried over anhydrous magnesium sulfate and concentrated to give crystals o...